This data is from the Open Reaction Database (ORD), a public repository of structured organic reaction records. The task is: describe an organic reaction: reactants, conditions, products, and yield Run in O1CCCC1 (tetrahydrofuran). Run at temperature -78 celsius, time 30 minute. Reactants: BrC1=CC=C(C(=O)O)C=C1 (4-bromobenzoic acid), C(CCC)[Li] (n-butyllithium), CCCCCC (hexane), C1(CCCCC1)=O (Cyclohexanone). Yields the product OC1(CCCCC1)C1=CC=C(C(=O)O)C=C1 (4-(1-hydroxycyclohexyl)benzoic acid). Yield: 11.4%. As a reaction SMILES: Br[C:2]1[CH:10]=[CH:9][C:5]([C:6]([OH:8])=[O:7])=[CH:4][CH:3]=1.C([Li])CCC.[C:16]1(=[O:22])[CH2:21][CH2:20][CH2:19][CH2:18][CH2:17]1.CCCCCC>O1CCCC1>[OH:22][C:16]1([C:2]2[CH:10]=[CH:9][C:5]([C:6]([OH:8])=[O:7])=[CH:4][CH:3]=2)[CH2:21][CH2:20][CH2:19][CH2:18][CH2:17]1. Procedure details: To a solution of 4-bromobenzoic acid (3.00 g, 14.9 mmol) in tetrahydrofuran (54 mL) at −78° C. was added n-butyllithium (19.1 mL of 1.6 M in hexanes, 30.6 mmol) dropwise while maintaining the internal temperature below −65° C. The mixture was stirred at −78° C. for 30 min. Cyclohexanone (1.55 mL, 14.9 mmol) was added dropwise while maintaining the reaction temperature below −65° C. The mixture was stirred at −78° C. for 10 min then allowed to warm to room temperature and stirred for 2 h. The rea... The reactants are [Si](C1=CC=CC=C1)(C1=CC=CC=C1)(C(C)(C)C)OCC#CC(=O)[C@H]1N(CCC1)C(=O)OC(C)(C)C ((S)-t-Butyl 2-(4-((tert-butyldiphenylsilyl)oxy)but-2-ynoyl)pyrrolidine-1-carboxylate), Cl.NO (hydroxylamine hydrochloride), C([O-])(O)=O.[Na+] (sodium bicarbonate). Run in CCO (EtOH). Product: [Si](C1=CC=CC=C1)(C1=CC=CC=C1)(C(C)(C)C)OCC1=CC(=NO1)[C@H]1NCCC1 ((S)-5-(((tert-Butyldiphenylsilyl)oxy)methyl)-3-(pyrrolidin-2-yl)isoxazole). Yield: 40.1%. As a reaction SMILES: [Si:1]([O:18][CH2:19][C:20]#[C:21][C:22]([C@@H:24]1[CH2:28][CH2:27][CH2:26][N:25]1C(OC(C)(C)C)=O)=O)([C:14]([CH3:17])([CH3:16])[CH3:15])([C:8]1[CH:13]=[CH:12][CH:11]=[CH:10][CH:9]=1)[C:2]1[CH:7]=[CH:6][CH:5]=[CH:4][CH:3]=1.Cl.[NH2:37][OH:38].C(=O)(O)[O-].[Na+]>CCO>[Si:1]([O:18][CH2:19][C:20]1[O:38][N:37]=[C:22]([C@@H:24]2[CH2:28][CH2:27][CH2:26][NH:25]2)[CH:21]=1)([C:14]([CH3:17])([CH3:15])[CH3:16])([C:8]1[CH:13]=[CH:12][CH:11]=[CH:10][CH:9]=1)[C:2]1[CH:7]=[CH:6][CH:5]=[CH:4][CH:3]=1 |f:1.2,3.4|. Procedure details: To an EtOH (10 mL) solution of the compound (492 mg) obtained in Example 3-(1), hydroxylamine hydrochloride (139 mg) was added and the mixture was heated under reflux for 17 hours. To the reaction mixture, saturated aqueous sodium bicarbonate (50 ml) was added and the organic layer extracted with AcOEt was dried (MgSO4), filtered and concentrated to give a crude product, which was further purified by neutral silica gel chromatography (AcOEt→MeOH/CHCl3) to give the titled compound (163 mg, brown ... The solvent is CCO (EtOH), C1CCOC1 (THF). Procedure details: Ethyl ester (99) (0.70 g, 1.50 mmol) was saponified with 1 N NaOH in THF and EtOH to give 0.59 g (90%) of the title compound (100) as a white solid. 1H NMR (400 MHz, CDCl3): δ 0.81 (t, J=7.3 Hz, 3H), 1.45-1.55 (m, 2H), 2.53 (t, J=7.7 Hz, 2H), 3.93 (s, 3H), 6.22 (d, J=16.0 Hz, 1H), 6.57 (d, J=8.6 Hz, 2H), 7.04 (dd, J1=9.1 Hz, J2=2.4 Hz, 1H), 7.08-7.14 (m, 2H), 7.16 (d, J=2.4 Hz, 1H), 7.19-7.30 (m, 5H), 7.57 (s, 1H), 7.62 (d, J=15.9 Hz, 1H), 7.69 (d, J=9.2 Hz, 1H). LCMS (APCI): m/z 439 (M+H)+, m/z... Reaction SMILES: [CH3:1][O:2][C:3]1[CH:4]=[C:5]2[C:10](=[CH:11][CH:12]=1)[C:9]([O:13][C:14]1[CH:19]=[CH:18][C:17](/[CH:20]=[CH:21]/[C:22]([O:24]CC)=[O:23])=[CH:16][CH:15]=1)=[C:8]([C:27]1[CH:32]=[CH:31][CH:30]=[CH:29][CH:28]=1)[C:7]([CH2:33][CH2:34][CH3:35])=[CH:6]2.[OH-].[Na+]>C1COCC1.CCO>[CH3:1][O:2][C:3]1[CH:4]=[C:5]2[C:10](=[CH:11][CH:12]=1)[C:9]([O:13][C:14]1[CH:15]=[CH:16][C:17](/[CH:20]=[CH:21]/[C:22]([OH:24])=[O:23])=[CH:18][CH:19]=1)=[C:8]([C:27]1[CH:32]=[CH:31][CH:30]=[CH:29][CH:28]=1)[C:7]([CH2:33][CH2:34][CH3:35])=[CH:6]2 |f:1.2|. The product is COC=1C=C2C=C(C(=C(C2=CC1)OC1=CC=C(C=C1)/C=C/C(=O)O)C1=CC=CC=C1)CCC ((2E)-3-(4-{[6-(Methyloxy)-2-phenyl-3-propyl-1-naphthalenyl]oxy}phenyl)-2-propenoic acid). Yield: 89.7%. The reactants are COC=1C=C2C=C(C(=C(C2=CC1)OC1=CC=C(C=C1)/C=C/C(=O)OCC)C1=CC=CC=C1)CCC (Ethyl (2E)-3-(4-{[6-(methyloxy)-2-phenyl-3-propyl-1-naphthalenyl]oxy}phenyl)-2-propenoate), [OH-].[Na+] (NaOH). Starting materials: C(C1=CC=CC=C1)(C1=CC=CC=C1)OC(=O)C1=C(CS[C@H]2N1C(C2NC(CCC#N)=S)=O)O (7-cyanomethylthioacetamido-3-cephem-3-ol-4-carboxylic acid benzhydryl ester), P(Br)(Br)Br (phosphorus tribromide). Product: C(C1=CC=CC=C1)(C1=CC=CC=C1)OC(=O)C1=C(CS[C@H]2N1C(C2NC(CCC#N)=S)=O)Br (3-Bromo-7-cyanomethylthioacetamido-3-cephem-4-Carboxylic Acid Benzhydryl Ester). As a reaction SMILES: [CH:1]([O:14][C:15]([C:17]1[N:22]2[C:23](=[O:32])[CH:24]([NH:25][C:26](=[S:31])[CH2:27][CH2:28][C:29]#[N:30])[C@H:21]2[S:20][CH2:19][C:18]=1O)=[O:16])([C:8]1[CH:13]=[CH:12][CH:11]=[CH:10][CH:9]=1)[C:2]1[CH:7]=[CH:6][CH:5]=[CH:4][CH:3]=1.P(Br)(Br)[Br:35]>>[CH:1]([O:14][C:15]([C:17]1[N:22]2[C:23](=[O:32])[CH:24]([NH:25][C:26](=[S:31])[CH2:27][CH2:28][C:29]#[N:30])[C@H:21]2[S:20][CH2:19][C:18]=1[Br:35])=[O:16])([C:8]1[CH:13]=[CH:12][CH:11]=[CH:10][CH:9]=1)[C:2]1[CH:7]=[CH:6][CH:5]=[CH:4][CH:3]=1. Procedure: The desired product is prepared from 7-cyanomethylthioacetamido-3-cephem-3-ol-4-carboxylic acid benzhydryl ester using the procedure described in Example 5, but replacing phosphorus trichloride with phosphorus tribromide. Procedure: Diisopropylazidodicarboxylate (1.82 g, 9.3 mmol) was added to solution of (S)-2-amino-N-benzyl-N-(2-hydroxyethyl)butanamide (1.84 g, 7.8 mmol) and triphenylphosphine (2.62 g, 10.0 mmol) in THF (50 mL). The reaction mixture was stirred at room temperature for 7 d. The solvent was removed under reduced pressure, and the residue was purified by column chromatography (silica gel, 10% CH3OH in EtOAc) to afford (S)-1-benzyl-3-ethylpiperazine-2-one (0.8 g, 47%) as clear oil. 1H NMR consistent. Solvent: C1CCOC1 (THF). Conditions: time 7 day. Product: C(C1=CC=CC=C1)N1C([C@@H](NCC1)CC)=O ((S)-1-benzyl-3-ethylpiperazine-2-one). Yield: 47.0%. RXN SMILES: [NH2:1][C@@H:2]([CH2:16][CH3:17])[C:3]([N:5]([CH2:9][C:10]1[CH:15]=[CH:14][CH:13]=[CH:12][CH:11]=1)[CH2:6][CH2:7]O)=[O:4].C1(P(C2C=CC=CC=2)C2C=CC=CC=2)C=CC=CC=1>C1COCC1>[CH2:9]([N:5]1[CH2:6][CH2:7][NH:1][C@@H:2]([CH2:16][CH3:17])[C:3]1=[O:4])[C:10]1[CH:15]=[CH:14][CH:13]=[CH:12][CH:11]=1. Starting materials: Diisopropylazidodicarboxylate, N[C@H](C(=O)N(CCO)CC1=CC=CC=C1)CC ((S)-2-amino-N-benzyl-N-(2-hydroxyethyl)butanamide), C1(=CC=CC=C1)P(C1=CC=CC=C1)C1=CC=CC=C1 (triphenylphosphine). Reactants: C1(CCCCC1)P(C1=C(C=CC=C1)C1=C(C=C(C=C1C(C)C)C(C)C)C(C)C)C1CCCCC1 (dicyclohexyl(2′,4′,6′-triisopropylbiphenyl-2-yl)phosphine), C([O-])([O-])=O.[Cs+].[Cs+] (cesium carbonate), ClC1=CC=C2C(=N1)N(C=N2)C=2C=C(C#N)C=CC2 (3-(5-chloro-3H-imidazo[4,5-b]pyridin-3-yl)benzonitrile), FC=1C=C(C=CC1)C1NCCC1 (2-(3-fluorophenyl)pyrrolidine). Reagents/catalysts: [Pd].[Pd].C(C1=CC=CC=C1)=CC(=O)C=CC1=CC=CC=C1.C(C1=CC=CC=C1)=CC(=O)C=CC1=CC=CC=C1.C(C1=CC=CC=C1)=CC(=O)C=CC1=CC=CC=C1 (tris(dibenzylideneacetone) dipalladium (0)). Solvent: O1CCOCC1 (1,4-dioxane). Run at temperature 100 celsius. Yields the product FC=1C=C(C=CC1)C1N(CCC1)C1=CC=C2C(=N1)N(C=N2)C=2C=C(C#N)C=CC2 (3-(5-(2-(3-fluorophenyl)pyrrolidin-1-yl)-3H-imidazo[4,5-b]pyridin-3-yl)benzonitrile). As a reaction SMILES: C1(P(C2CCCCC2)C2C=CC=CC=2C2C(C(C)C)=CC(C(C)C)=CC=2C(C)C)CCCCC1.C(=O)([O-])[O-].[Cs+].[Cs+].Cl[C:42]1[N:47]=[C:46]2[N:48]([C:51]3[CH:52]=[C:53]([CH:56]=[CH:57][CH:58]=3)[C:54]#[N:55])[CH:49]=[N:50][C:45]2=[CH:44][CH:43]=1.[F:59][C:60]1[CH:61]=[C:62]([CH:66]2[CH2:70][CH2:69][CH2:68][NH:67]2)[CH:63]=[CH:64][CH:65]=1>O1CCOCC1.[Pd].[Pd].C(=CC(C=CC1C=CC=CC=1)=O)C1C=CC=CC=1.C(=CC(C=CC1C=CC=CC=1)=O)C1C=CC=CC=1.C(=CC(C=CC1C=CC=CC=1)=O)C1C=CC=CC=1>[F:59][C:60]1[CH:61]=[C:62]([CH:66]2[CH2:70][CH2:69][CH2:68][N:67]2[C:42]2[N:47]=[C:46]3[N:48]([C:51]4[CH:52]=[C:53]([CH:56]=[CH:57][CH:58]=4)[C:54]#[N:55])[CH:49]=[N:50][C:45]3=[CH:44][CH:43]=2)[CH:63]=[CH:64][CH:65]=1 |f:1.2.3,7.8.9.10.11|. Procedure: In step 1-4, tris(dibenzylideneacetone) dipalladium (0) (10.8 mg, 0.012 mmol), dicyclohexyl(2′,4′,6′-triisopropylbiphenyl-2-yl)phosphine (22 mg, 0.047 mmol) and cesium carbonate (77 mg, 0.24 mmol) were added consecutively into a solution of 3-(5-chloro-3H-imidazo[4,5-b]pyridin-3-yl)benzonitrile (30 mg, 0.12 mmol) and 2-(3-fluorophenyl)pyrrolidine (29 mg, 0.18 mmol) in 1,4-dioxane. The mixture was degased under house vacuum, and charged with nitrogen and heated for 18 hours at 100° C. The reactio...